describe an organic reaction: reactants, conditions, products, and yield From a dataset of the Open Reaction Database (ORD), a public repository of structured organic reaction records. The reactants are CO, COC(=O)C(C)Nc1cc(Oc2ccc(C(F)(F)F)cc2Cl)ccc1[N+](=O)[O-], N. Yields the product CC(Nc1cc(Oc2ccc(C(F)(F)F)cc2Cl)ccc1[N+](=O)[O-])C(N)=O. RXN SMILES: [CH3:30][OH:31].[N+:2](=[O:3])([O-:4])[c:5]1[c:6]([NH:23][CH:24]([C:25](=[O:26])[O:27][CH3:28])[CH3:29])[cH:7][c:8]([O:11][c:12]2[c:13]([Cl:22])[cH:14][c:15]([C:18]([F:19])([F:20])[F:21])[cH:16][cH:17]2)[cH:9][cH:10]1.[NH3:1]>>[NH2:1][C:25]([CH:24]([NH:23][c:6]1[c:5]([N+:2](=[O:3])[O-:4])[cH:10][cH:9][c:8]([O:11][c:12]2[c:13]([Cl:22])[cH:14][c:15]([C:18]([F:19])([F:20])[F:21])[cH:16][cH:17]2)[cH:7]1)[CH3:29])=[O:26]. Run at temperature 40 celsius, time 18 hour. Yields the product COC1=CC=C(C=C1)C1=C(N(C(C(=C1)C=1SC=CN1)=O)C)C1=CC=NC=C1 (3-(4-methoxyphenyl)-1-methyl-5-(thiazol-2-yl)-1H-[2,4′]bipyridinyl-6-one). RXN SMILES: CN(C)[CH:3]=[C:4]([C:13]1[CH:18]=[CH:17][C:16]([O:19][CH3:20])=[CH:15][CH:14]=1)[C:5]([C:7]1[CH:12]=[CH:11][N:10]=[CH:9][CH:8]=1)=O.[CH3:22][NH:23][C:24](=[O:31])[CH2:25][C:26]1[S:27][CH:28]=[CH:29][N:30]=1.CO.[H-].[Na+]>CN(C)C=O.O>[CH3:20][O:19][C:16]1[CH:15]=[CH:14][C:13]([C:4]2[CH:3]=[C:25]([C:26]3[S:27][CH:28]=[CH:29][N:30]=3)[C:24](=[O:31])[N:23]([CH3:22])[C:5]=2[C:7]2[CH:8]=[CH:9][N:10]=[CH:11][CH:12]=2)=[CH:18][CH:17]=1 |f:3.4|. Procedure: A solution of 3-dimethylamino-2-(4-methoxyphenyl)-1-(pyridin-4-yl)propen-1-one (2.53 g), N-methyl thiazol-2-ylacetamide (1.70 g) and methanol (0.73 cm3) in dry dimethylformamide (20 cm3) was added via cannula at room temperature to a stirred suspension of sodium hydride (55% in oil; 0.80 g) in dry dimethylformamide (10 cm3) under nitrogen. The mixture was stirred at 40° C. for 18 hours, then poured into water (200 cm3). The resulting yellow precipitate was collected and recrystallised from ethyl... Starting materials: CN(C=C(C(=O)C1=CC=NC=C1)C1=CC=C(C=C1)OC)C (3-dimethylamino-2-(4-methoxyphenyl)-1-(pyridin-4-yl)propen-1-one), CNC(CC=1SC=CN1)=O (N-methyl thiazol-2-ylacetamide), CO (methanol), [H-].[Na+] (sodium hydride). Run in O (water), CN(C=O)C (dimethylformamide), CN(C=O)C (dimethylformamide). The reactants are OCC=C(C)C1=C(C(=CC(=C1)C(C)C)C(C)C)O (2-(3-hydroxy-1-methyl-propenyl)-4,6-diisopropyl-phenol), OCC=C(C)C1=C(C(=CC(=C1)C(C)C)C(C)C)O (2-(3-hydroxy-1-methyl-propenyl)-4,6-diisopropyl-phenol), ICCC (1-iodopropane), [F-].[Cs+] (CsF). The solvent is CN(C)C=O (DMF), CCOC(=O)C (EtOAc). Reaction conditions: time 1.5 hour. Product: C(C)(C)C=1C(=C(C=C(C1)C(C)C)C(=CCO)C)OCCC (3-(3.5-Diisopropyl-2-propoxy-phenyl)-but-2-en-1-ol). Isolated yield 97.2%. As a reaction SMILES: [OH:1][CH2:2][CH:3]=[C:4]([C:6]1[CH:11]=[C:10]([CH:12]([CH3:14])[CH3:13])[CH:9]=[C:8]([CH:15]([CH3:17])[CH3:16])[C:7]=1[OH:18])[CH3:5].I[CH2:20][CH2:21][CH3:22].[F-].[Cs+]>CN(C=O)C.CCOC(C)=O>[CH:15]([C:8]1[C:7]([O:18][CH2:20][CH2:21][CH3:22])=[C:6]([C:4]([CH3:5])=[CH:3][CH2:2][OH:1])[CH:11]=[C:10]([CH:12]([CH3:14])[CH3:13])[CH:9]=1)([CH3:17])[CH3:16] |f:2.3|. Procedure details: To a solution of 2-(3-hydroxy-1-methyl-propenyl)-4,6-diisopropyl-phenol (Intermediate 12, 1.82 g, 7.3 mmol) and 1-iodopropane (0.79 mL, 8.1 mmol) in DMF (20 mL) at room temperature was added CsF (3.9 g, 25.6 mmol). The reaction was stirred at room temperature for 1.5 h, diluted with EtOAc, washed successively with H2O, brine, dried over Na2SO4, and concentrated in vacuo. The residue was purified by flash column chromatography on silica gel (10% EtOAc-hexanes) to yield the title compound as an of... The reactants are C(C(=C)C)(=O)Cl (methacryloyl chloride), [OH-].[Na+] (sodium hydroxide), ClC=1C=C(C=CC1Cl)N1N=C(CC1=O)N (1-(3,4-dichlorophenyl)-3-amino-2-pyrazoline-5-one), N1=CC=CC=C1 (pyridine), [N+](=O)([O-])C1=CC=CC=C1 (nitrobenzene). Run in O (water), O (water), O1CCCC1 (tetrahydrofuran), C(C)(=O)O (acetic acid). Yields the product ClC=1C=C(C=CC1Cl)N1N=C(CC1=O)NC(C(=C)C)=O (1-(3,4-dichlorophenyl)-3-methacryloylamino-2-pyrazoline-5-one). Reaction SMILES: [Cl:1][C:2]1[CH:3]=[C:4]([N:9]2[C:13](=[O:14])[CH2:12][C:11]([NH2:15])=[N:10]2)[CH:5]=[CH:6][C:7]=1[Cl:8].N1C=CC=CC=1.[N+](C1C=CC=CC=1)([O-])=O.[C:31](Cl)(=[O:35])[C:32]([CH3:34])=[CH2:33].[OH-].[Na+]>C(O)(=O)C.O.O1CCCC1>[Cl:1][C:2]1[CH:3]=[C:4]([N:9]2[C:13](=[O:14])[CH2:12][C:11]([NH:15][C:31](=[O:35])[C:32]([CH3:34])=[CH2:33])=[N:10]2)[CH:5]=[CH:6][C:7]=1[Cl:8] |f:4.5|. Procedure: Twenty grams (0.08 mole) of 1-(3,4-dichlorophenyl)-3-amino-2-pyrazoline-5-one, 15.2 ml (0.19 mole) of pyridine and 2.0 ml of nitrobenzene were added to 300 ml of tetrahydrofuran. To this mixture, cooled by ice, were added dropwise 19.6 g (0.19 mole) of methacryloyl chloride. The liquid, after 30-minute stirring, was poured into 2 liters of water, extracted with use of ethyl acetate, and dried with use of anhydrous sodium sulfate, and then the solvent was distilled off under reduced pressure at a... Starting materials: CC(=O)O[BH-](OC(C)=O)OC(C)=O, CO, CCOCC, ClCCl, Cl, NCC1CN(CCn2c(=O)ccc3ccc(F)cc32)CC1O, [Na+], O=Cc1ccc2c(n1)NC(=O)CS2. The product is Cl, O=C1CSc2ccc(CNCC3CN(CCn4c(=O)ccc5ccc(F)cc54)CC3O)nc2N1. Reaction SMILES: [C:36]([O:37][BH-:38]([O:39][C:40](=[O:41])[CH3:42])[O:43][C:44](=[O:45])[CH3:46])(=[O:47])[CH3:48].[CH3:51][OH:52].[CH3:56][CH2:57][O:58][CH2:59][CH3:60].[Cl:53][CH2:54][Cl:55].[ClH:50].[NH2:1][CH2:2][CH:3]1[CH2:4][N:5]([CH2:9][CH2:10][n:11]2[c:12](=[O:22])[cH:13][cH:14][c:15]3[cH:16][cH:17][c:18]([F:21])[cH:19][c:20]23)[CH2:6][CH:7]1[OH:8].[Na+:49].[O:23]=[C:24]1[NH:25][c:26]2[c:27]([cH:30][cH:31][c:32]([CH:34]=[O:35])[n:33]2)[S:28][CH2:29]1>>[ClH:50].[NH:1]([CH2:2][CH:3]1[CH2:4][N:5]([CH2:9][CH2:10][n:11]2[c:12](=[O:22])[cH:13][cH:14][c:15]3[cH:16][cH:17][c:18]([F:21])[cH:19][c:20]23)[CH2:6][CH:7]1[OH:8])[CH2:34][c:32]1[cH:31][cH:30][c:27]2[c:26]([n:33]1)[NH:25][C:24](=[O:23])[CH2:29][S:28]2. Reactants: Cl (HCl), COC(=O)C=1SC(=CC1N(C(=O)[C@@H]1CC[C@H](CC1)C)C1CCC2(OCCO2)CC1)C#CC(C)(C)C (5-(3,3-Dimethyl-but-1-ynyl)-3-[(1,4-dioxa-spiro[4.5]dec-8-yl)-(trans-4-methyl-cyclohexanecarbonyl)-amino]-thiophene-2-carboxylic acid methyl ester), O (Water). Solvent: O1CCCC1 (tetrahydrofuran). Run at temperature 40 celsius, time 5 hour. Product: COC(=O)C=1SC(=CC1N(C1CCC(CC1)=O)C(=O)[C@@H]1CC[C@H](CC1)C)C#CC(C)(C)C (5-(3,3-dimethyl-but-1-ynyl)-3-[(trans-4-methyl-cyclohexanecarbonyl)-(4-oxo-cyclohexyl)-amino]-thiophene-2-carboxylic acid methyl ester). RXN SMILES: [CH3:1][O:2][C:3]([C:5]1[S:6][C:7]([C:30]#[C:31][C:32]([CH3:35])([CH3:34])[CH3:33])=[CH:8][C:9]=1[N:10]([CH:20]1[CH2:29][CH2:28][C:23]2(OCC[O:24]2)[CH2:22][CH2:21]1)[C:11]([C@H:13]1[CH2:18][CH2:17][C@H:16]([CH3:19])[CH2:15][CH2:14]1)=[O:12])=[O:4].Cl.O>O1CCCC1>[CH3:1][O:2][C:3]([C:5]1[S:6][C:7]([C:30]#[C:31][C:32]([CH3:33])([CH3:35])[CH3:34])=[CH:8][C:9]=1[N:10]([C:11]([C@H:13]1[CH2:14][CH2:15][C@H:16]([CH3:19])[CH2:17][CH2:18]1)=[O:12])[CH:20]1[CH2:21][CH2:22][C:23](=[O:24])[CH2:28][CH2:29]1)=[O:4]. Procedure details: 5-(3,3-Dimethyl-but-1-ynyl)-3-[(1,4-dioxa-spiro[4.5]dec-8-yl)-(trans-4-methyl-cyclohexanecarbonyl)-amino]-thiophene-2-carboxylic acid methyl ester (1 eq.) is dissolved in tetrahydrofuran and treated with 3.6 N HCl solution. The reaction is stirred at 40° C. for 5 h. Water is then added and the reaction mixture is cooled to room temperature. The reaction mixture is extracted with ethyl acetate (2×50 mL). The combined extracts are washed with 25 mL of aqueous saturated NaHCO3 and 2×50 mL of water....